Dataset: the Open Reaction Database (ORD), a public repository of structured organic reaction records. Task: describe an organic reaction: reactants, conditions, products, and yield Reactants: ClC1=CC=C2C(=C1)NC(C21C(NC(CC1C1=C(C=CC(=C1)Cl)OC(C)(C)C(=O)O)=O)C1=C(C=CC(=C1)Cl)F)=O (racemic (2′R,3S,4′R)-6-chloro-4′-[5-chloro-2-(1-hydroxycarbonyl-1-methyl-ethoxy)-phenyl]-2′-(5-chloro-2-fluoro-phenyl)spiro[3H-indole-3,3′-piperidine]-2,6′(1H)-dione), Cl.CNC (dimethylamine hydrochloride), CCN=C=NCCCN(C)C.Cl (EDCl), CCN(C(C)C)C(C)C (DIPEA). The reagents and catalysts are CN(C1=CC=NC=C1)C (4-dimethylamino pyridine). Run in C1CCOC1 (THF). Conditions: time 8 hour. Yields the product ClC1=CC=C2C(=C1)NC(C21C(NC(CC1C1=C(C=CC(=C1)Cl)OC(C)(C)C(N(C)C)=O)=O)C1=C(C=CC(=C1)Cl)F)=O (Racemic (2′R,3S,4′R)-6-chloro-4′-[5-chloro-2-(1-dimethylcarbamoyl-1-methyl-ethoxy)-phenyl]-2′-(2-fluoro-5chloro-phenyl)spiro[3H-indole-3,3′-piperidine]-2,6′(1H)-dione). The yield is 22.3%. As a reaction SMILES: [Cl:1][C:2]1[CH:7]=[C:6]2[NH:8][C:9](=[O:39])[C:10]3([CH:15]([C:16]4[CH:21]=[C:20]([Cl:22])[CH:19]=[CH:18][C:17]=4[O:23][C:24]([C:27]([OH:29])=O)([CH3:26])[CH3:25])[CH2:14][C:13](=[O:30])[NH:12][CH:11]3[C:31]3[CH:36]=[C:35]([Cl:37])[CH:34]=[CH:33][C:32]=3[F:38])[C:5]2=[CH:4][CH:3]=1.Cl.[CH3:41][NH:42][CH3:43].CCN=C=NCCCN(C)C.Cl.CCN(C(C)C)C(C)C>CN(C)C1C=CN=CC=1.C1COCC1>[Cl:1][C:2]1[CH:7]=[C:6]2[NH:8][C:9](=[O:39])[C:10]3([CH:15]([C:16]4[CH:21]=[C:20]([Cl:22])[CH:19]=[CH:18][C:17]=4[O:23][C:24]([C:27](=[O:29])[N:42]([CH3:43])[CH3:41])([CH3:26])[CH3:25])[CH2:14][C:13](=[O:30])[NH:12][CH:11]3[C:31]3[CH:36]=[C:35]([Cl:37])[CH:34]=[CH:33][C:32]=3[F:38])[C:5]2=[CH:4][CH:3]=1 |f:1.2,3.4|. Procedure details: A mixture of racemic (2′R,3S,4′R)-6-chloro-4′-[5-chloro-2-(1-hydroxycarbonyl-1-methyl-ethoxy)-phenyl]-2′-(5-chloro-2-fluoro-phenyl)spiro[3H-indole-3,3′-piperidine]-2,6′(1H)-dione (30 mg), dimethylamine hydrochloride (8.5 mg), 4-dimethylamino pyridine (18 mg), EDCl (21 mg) and DIPEA (129 mg) in THF (4 mL) was stirred at room temperature overnight. Then the solvent was removed and the residue was separated by preparative HPLC to give title compound as white solid (7 mg). As a reaction SMILES: [CH3:29][C:30]([CH3:31])=[O:32].[Cl:25][CH2:26][Cl:27].[F:1][c:2]1[cH:3][c:4]([C:5]#[N:6])[cH:7][cH:8][c:9]1[N+:10](=[O:11])[O-:12].[K+:13].[K+:14].[NH2:21][C:22]([NH2:23])=[O:24].[O-:15][C:16]([O-:17])=[O:18].[OH2:28].[OH2:33].[OH:19][OH:20]>>[F:1][c:2]1[cH:3][c:4]([C:5]([NH2:6])=[O:15])[cH:7][cH:8][c:9]1[N+:10](=[O:11])[O-:12]. The product is NC(=O)c1ccc([N+](=O)[O-])c(F)c1. The reactants are CC(C)=O, ClCCl, N#Cc1ccc([N+](=O)[O-])c(F)c1, [K+], [K+], NC(N)=O, O=C([O-])[O-], O, O, OO. Conditions: temperature 130 celsius, time 2 hour. The reactants are C(N)(=O)C1=CC=C(C(=O)OC)C=C1 (methyl 4-carbamoylbenzoate), FC(C1=C(C(CBr)=O)C=CC=C1)(F)F (2-trifluoromethylphenacyl bromide), CN(C=O)C (N,N-dimethylformamide), C(C)O (ethanol). Procedure: A mixture of methyl 4-carbamoylbenzoate (896 mg), 2-trifluoromethylphenacyl bromide (2.22 g) and N,N-dimethylformamide (5 ml) was stirred at 130° C. for 2 hours. Hot ethanol was added to the reaction mixture, which was poured into water, and extracted with ethyl acetate. The ethyl acetate layer was concentrated, and the residue was subjected to a silica gel column chromatography to obtain methyl 4-[4-(2-trifluoromethylphenyl)-2-oxazolyl]benzoate as an oil from a fraction eluted with ethyl acetat... The product is FC(C1=C(C=CC=C1)C=1N=C(OC1)C1=CC=C(C(=O)OC)C=C1)(F)F (methyl 4-[4-(2-trifluoromethylphenyl)-2-oxazolyl]benzoate). Run in O (water). RXN SMILES: [C:1]([C:4]1[CH:13]=[CH:12][C:7]([C:8]([O:10][CH3:11])=[O:9])=[CH:6][CH:5]=1)(=[O:3])[NH2:2].[F:14][C:15]([F:27])([F:26])[C:16]1[CH:25]=[CH:24][CH:23]=[CH:22][C:17]=1[C:18](=O)[CH2:19]Br.CN(C)C=O.C(O)C>O>[F:14][C:15]([F:26])([F:27])[C:16]1[CH:25]=[CH:24][CH:23]=[CH:22][C:17]=1[C:18]1[N:2]=[C:1]([C:4]2[CH:13]=[CH:12][C:7]([C:8]([O:10][CH3:11])=[O:9])=[CH:6][CH:5]=2)[O:3][CH:19]=1. The reactants are NC=1C(N(C(N(C1N)CC)=O)CCC)=O (5,6-diamino-1-ethyl-3-propyl-1,3-dihydropyrimidine-2,4-dione), FC(C=1C=C(C=CC1)CN1N=CC(=C1)C(=O)O)(F)F (1-{[3-(trifluoromethyl)phenyl]methyl}pyrazole-4-carboxylic acid), CO (methanol), Cl.CN(CCCN=C=NCC)C (1-(3-dimethylaminopropyl)-3-ethylcarbodiimide hydrochloride). Conditions: time 8 hour. Yields the product NC1=C(C(N(CN1)C(C(C)=O)CC)=O)NC(=O)C=1C=NN(C1)CC1=CC(=CC=C1)C(F)(F)F (N-(6-amino-1-ethyl-2,4-dioxo-3-propyl(1,3-dihydropyrimidin-5-yl))(1-{[3-(trifluoromethyl)phenyl]methyl}-pyrazol-4-yl)carboxamide). RXN SMILES: [NH2:1][C:2]1[C:3](=[O:15])[N:4]([CH2:12][CH2:13][CH3:14])[C:5](=O)[N:6](CC)[C:7]=1[NH2:8].[F:16][C:17]([F:34])([F:33])[C:18]1[CH:19]=[C:20]([CH2:24][N:25]2[CH:29]=[C:28]([C:30]([OH:32])=O)[CH:27]=[N:26]2)[CH:21]=[CH:22][CH:23]=1.Cl.CN(C)CCCN=C=N[CH2:44][CH3:45].C[OH:48]>>[NH2:8][C:7]1[NH:6][CH2:5][N:4]([CH:12]([CH2:13][CH3:14])[C:44](=[O:48])[CH3:45])[C:3](=[O:15])[C:2]=1[NH:1][C:30]([C:28]1[CH:27]=[N:26][N:25]([CH2:24][C:20]2[CH:21]=[CH:22][CH:23]=[C:18]([C:17]([F:16])([F:34])[F:33])[CH:19]=2)[CH:29]=1)=[O:32] |f:2.3|. Procedure details: To a mixture of 5,6-diamino-1-ethyl-3-propyl-1,3-dihydropyrimidine-2,4-dione (100 mg, 0.47 mmol) and 1-{[3-(trifluoromethyl)phenyl]methyl}pyrazole-4-carboxylic acid (0.151 g, 0.56 mmol) in methanol (10 ml) was added 1-(3-dimethylaminopropyl)-3-ethylcarbodiimide hydrochloride (0.135 g, 0.7 mmol), and the reaction mixture was stirred overnight at room temperature. The solvent was removed under reduced pressure, and the residue purified using Bistag, eluting with 10% methanol/methylene chloride, to... Reactants: C(C)OC(CC=1C=C(C(=CC1)OC)C1=C(C=C(C=C1)C(F)(F)F)CN(CC)C(C)=O)=O ({2′-[(Acetyl-ethyl-amino)-methyl]-6-methoxy-4′-trifluoromethyl-biphenyl-3-yl}-acetic acid ethyl ester), IC (iodomethane), C[Si]([N-][Si](C)(C)C)(C)C.[Na+] (Sodium hexamethyldisilazide). The solvent is C1CCOC1 (THF). Reaction conditions: temperature -78 celsius, time 1 hour. Product: C(C)OC(C(C)C=1C=C(C(=CC1)OC)C1=C(C=C(C=C1)C(F)(F)F)CN(CC)C(C)=O)=O (2-{2′-[(Acetyl-ethyl-amino)-methyl]-6-methoxy-4′-trifluoromethyl-biphenyl-3-yl}-propionic acid ethyl ester). Reaction SMILES: [CH2:1]([O:3][C:4](=[O:31])[CH2:5][C:6]1[CH:7]=[C:8]([C:14]2[CH:19]=[CH:18][C:17]([C:20]([F:23])([F:22])[F:21])=[CH:16][C:15]=2[CH2:24][N:25]([C:28](=[O:30])[CH3:29])[CH2:26][CH3:27])[C:9]([O:12][CH3:13])=[CH:10][CH:11]=1)[CH3:2].IC.[CH3:34][Si](C)(C)[N-][Si](C)(C)C.[Na+]>C1COCC1>[CH2:1]([O:3][C:4](=[O:31])[CH:5]([C:6]1[CH:7]=[C:8]([C:14]2[CH:19]=[CH:18][C:17]([C:20]([F:22])([F:23])[F:21])=[CH:16][C:15]=2[CH2:24][N:25]([C:28](=[O:30])[CH3:29])[CH2:26][CH3:27])[C:9]([O:12][CH3:13])=[CH:10][CH:11]=1)[CH3:34])[CH3:2] |f:2.3|. Procedure details: {2′-[(Acetyl-ethyl-amino)-methyl]-6-methoxy-4′-trifluoromethyl-biphenyl-3-yl}-acetic acid ethyl ester (0.143 g, 0.33 mmol) and iodomethane (0.02 mL, 0.36 mmol) were combined in THF (1.5 mL) and cooled to −78° C. Sodium hexamethyldisilazide (1 M in THF; 0.36 mL, 0.36 mmol) was added, and the mixture was stirred for 1 hour at −78° C. Once no starting material was seen by analytical LCMS, the mixture was quenched with aqueous 1N HCl and diluted with CH2Cl2. The aqueous layer was separated and extra... The reactants are aqueous solution, NC1=C(C(=C(C(=C1)C)OC)C)C (1-amino-4-methoxy-2,3,5-trimethylbenzene), [S-]C#N.[K+] (potassium thiocyanate), BrBr (bromine), [OH-].[Na+] (sodium hydroxide). The solvent is O (water), C(C)(=O)O (acetic acid). Conditions: time 30 minute. Yields the product NC=1SC2=C(N1)C(=C(C(=C2C)OC)C)C (2-Amino-6-methoxy-4,5,7-trimethylbenzothiazole). Isolated yield 91.4%. As a reaction SMILES: [NH2:1][C:2]1[CH:7]=[C:6]([CH3:8])[C:5]([O:9][CH3:10])=[C:4]([CH3:11])[C:3]=1[CH3:12].[S-:13][C:14]#[N:15].[K+].BrBr.[OH-].[Na+]>C(O)(=O)C.O>[NH2:15][C:14]1[S:13][C:7]2[C:6]([CH3:8])=[C:5]([O:9][CH3:10])[C:4]([CH3:11])=[C:3]([CH3:12])[C:2]=2[N:1]=1 |f:1.2,4.5|. Procedure: 100 g of 1-amino-4-methoxy-2,3,5-trimethylbenzene was dissolved in 1,000 ml of acetic acid and 50 ml of water. Then 212 g of potassium thiocyanate was added to the solution at room temperature. The reaction mixture was cooled with ice and 37.5 ml of bromine was added dropwise thereto, followed by stirring for 30 minutes. The reaction mixture was neutralized with a 1N aqueous solution of sodium hydroxide. The insoluble matters thus formed were separated by filtering and washed with water. After r... Starting materials: Cc1cc(-c2cccc(C(F)(F)F)n2)n[nH]1, O=C1CCC(=O)N1Cl. Product: Cc1[nH]nc(-c2cccc(C(F)(F)F)n2)c1Cl. As a reaction SMILES: [CH3:1][c:2]1[cH:3][c:4](-[c:7]2[n:8][c:9]([C:13]([F:14])([F:15])[F:16])[cH:10][cH:11][cH:12]2)[n:5][nH:6]1.[Cl:17][N:18]1[C:19](=[O:20])[CH2:21][CH2:22][C:23]1=[O:24]>>[CH3:1][c:2]1[c:3]([Cl:17])[c:4](-[c:7]2[n:8][c:9]([C:13]([F:14])([F:15])[F:16])[cH:10][cH:11][cH:12]2)[n:5][nH:6]1. Reaction SMILES: [CH2:1]=[O:2].[CH:3](=[O:7])[CH:4]([CH3:6])[CH3:5].CN(C)C>C(O)=O>[OH:7][CH2:3][C:4]([CH3:1])([CH3:6])[C:5]([O:2][CH2:1][C:4]([CH3:6])([CH3:5])[CH2:3][OH:7])=[O:2]. Conditions: temperature 60 celsius. Solvent: C(=O)O (formic acid). The reactants are C=O (formaldehyde), C(C(C)C)=O (isobutyraldehyde), CN(C)C (trimethylamine). Yields the product OCC(C(=O)OCC(CO)(C)C)(C)C (2,2-dimethyl-1,3-propanediol hydroxypivalate). Procedure details: 101 g (1.25 mol) of 37% strength aqueous formaldehyde solution and 99 g (1.37 mol) of isobutyraldehyde were mixed at 40° C. under nitrogen with 4.2 g (0.03 mol) of 40% strength aqueous trimethylamine solution by stirring. The temperature of the mixture rose to 93° to 94° in the course of from 15 to 20 minutes. The mixture was stirred at that temperature for a further 10 minutes, and the trimethylamine, excess isobutyraldehyde and 58 g of water were then distilled off under reduced pressure. The ...